Dataset: the Open Reaction Database (ORD), a public repository of structured organic reaction records. Task: describe an organic reaction: reactants, conditions, products, and yield The reactants are Clc1nnnc(Cl)c1Cl, N, [Na+], [OH-]. The product is Nc1nnnc(Cl)c1Cl. RXN SMILES: [Cl:1][c:2]1[c:3]([Cl:9])[c:4]([Cl:8])[n:5][n:6][n:7]1.[NH3:10].[Na+:12].[OH-:11]>>[Cl:1][c:2]1[c:3]([Cl:9])[c:4]([NH2:10])[n:5][n:6][n:7]1. The reactants are [OH-].[Na+] (sodium hydroxide), OO (hydrogen peroxide), [B] (boron), C(C1=CC=CC=C1)OC(CC=C)COC1=CC=C(C=C1)F (4-benzyloxy-5-(4-fluorophenoxy)-1-pentene), [BH4-].[Na+] (sodium borohydride). Solvent: O (water), ice water, O1CCCC1 (tetrahydrofuran), O1CCCC1 (tetrahydrofuran). Run at temperature 25 celsius, time 0.5 hour. Product: C(C1=CC=CC=C1)OC(CCCO)COC1=CC=C(C=C1)F (4-Benzyloxy-5-(4-fluorophenoxy)pentanol). Yield: 100.0%. Reaction SMILES: [B].[CH2:2]([O:9][CH:10]([CH2:14][O:15][C:16]1[CH:21]=[CH:20][C:19]([F:22])=[CH:18][CH:17]=1)[CH2:11][CH:12]=[CH2:13])[C:3]1[CH:8]=[CH:7][CH:6]=[CH:5][CH:4]=1.[BH4-].[Na+].[OH-:25].[Na+].OO>O1CCCC1.O>[CH2:2]([O:9][CH:10]([CH2:14][O:15][C:16]1[CH:17]=[CH:18][C:19]([F:22])=[CH:20][CH:21]=1)[CH2:11][CH2:12][CH2:13][OH:25])[C:3]1[CH:4]=[CH:5][CH:6]=[CH:7][CH:8]=1 |f:2.3,4.5|. Procedure: A solution of boron trifluoroide.etherate (2.1 ml., 16.7 millimole) in dry tetrahydrofuran (15 ml.) is added dropwise to a stirred mixture of 4-benzyloxy-5-(4-fluorophenoxy)-1-pentene (2.86 g., 10 millimole) and sodium borohydride (0.47 g., 12.5 millimole) in dry tetrahydrofuran (25 ml.) maintained at 0°-5° C. under a nitrogen atmosphere. The resulting reaction mixture is warmed to 25° C. and maintained at 25° C. for 15 hours. After cooling to 0°-5° C., the reaction mixture is treated cautiously... Reported procedure: A solution of 75.2 g (0.4 mol) 1,2-dibromoethane in 80 mL of anhydrous ethanol was stirred and heated to 65° C. under a nitrogen atmosphere, and then a solution of 24.4 g (0.2 mol) of 2,5-dimethylphenol and 10.8 g (0.2 mol) of NaOMe in anhydrous ethanol (100 mL) was added into the above solution dropwise. After finish adding, refluxed for 5 hours. The mixture was cooled to room temperature, washed and extract d with ethyl ether, 2M NaOH solution and deionized water. The organic phase was collect... Solvent: C(C)O (ethanol), C(C)O (ethanol). Reactants: CC1=C(C=C(C=C1)C)O (2,5-dimethylphenol), C[O-].[Na+] (NaOMe), BrCCBr (1,2-dibromoethane). Yields the product BrCCOC1=C(C=CC(=C1)C)C (1-(2′-Bromoethanoxy) 2,5-Dimethylbenzene). Run at temperature 65 celsius. RXN SMILES: [Br:1][CH2:2][CH2:3]Br.[CH3:5][C:6]1[CH:11]=[CH:10][C:9]([CH3:12])=[CH:8][C:7]=1[OH:13].C[O-].[Na+]>C(O)C>[Br:1][CH2:2][CH2:3][O:13][C:7]1[CH:8]=[C:9]([CH3:12])[CH:10]=[CH:11][C:6]=1[CH3:5] |f:2.3|. The reactants are NCCCCCCCCCCCC(=O)O (12-aminododecanoic acid). Solvent: CO (methanol). Yields the product O=C(CCCCCCCCCC)NCCCCCCCCCCCC(=O)O (N-(1-Oxoundecyl)-12-aminododecanoic acid). The yield is 110.4%. RXN SMILES: [NH2:1][CH2:2][CH2:3][CH2:4][CH2:5][CH2:6][CH2:7][CH2:8][CH2:9][CH2:10][CH2:11][CH2:12][C:13]([OH:15])=[O:14]>CO>[O:14]=[C:13]([NH:1][CH2:2][CH2:3][CH2:4][CH2:5][CH2:6][CH2:7][CH2:8][CH2:9][CH2:10][CH2:11][CH2:12][C:13]([OH:15])=[O:14])[CH2:12][CH2:11][CH2:10][CH2:9][CH2:8][CH2:7][CH2:6][CH2:5][CH2:4][CH3:3]. Reported procedure: Reaction similar to example 2, of 9.30 g (50.0 mmol) N-hydroxysuccinimide and 12.0 g (58.0 mmol) DCC gave 14.0 g (100%) of the succinimidylester, which was reacted with 12.5 g (58.1 mmol) 12-aminododecanoic acid to yield 12.3 g (65%) colourless crystals, m.p. 102°-104° C. (methanol). Starting materials: C(#N)N=C(C)OCC (ethyl N-cyanoacetimidate), C(#N)C1=CC2=C(OC([C@H]([C@@H]2NC)O)(C)C)C=C1 (6-cyano-3,4-dihydro-2,2-dimethyl-trans-4-methylamino-2H-benzo[b]pyran-3-ol). Run in C(C)(=O)OCC (ethyl acetate). Conditions: time 2 hour. Yields the product C(#N)C1=CC2=C(OC([C@H]([C@@H]2N(C)C(C)=NC#N)O)(C)C)C=C1 (6-cyano-3,4-dihydro-2,2-dimethyl-trans-4-[N-methyl-(N-cyano-acetimidoyl)amino]-2H-benzo[b]pyran-3-ol). Reaction SMILES: [C:1]([N:3]=[C:4](OCC)[CH3:5])#[N:2].[C:9]([C:11]1[CH:25]=[CH:24][C:14]2[O:15][C:16]([CH3:23])([CH3:22])[C@@H:17]([OH:21])[C@H:18]([NH:19][CH3:20])[C:13]=2[CH:12]=1)#[N:10]>C(OCC)(=O)C>[C:9]([C:11]1[CH:25]=[CH:24][C:14]2[O:15][C:16]([CH3:22])([CH3:23])[C@@H:17]([OH:21])[C@H:18]([N:19]([C:4](=[N:3][C:1]#[N:2])[CH3:5])[CH3:20])[C:13]=2[CH:12]=1)#[N:10]. Procedure: To 2.80 g of ethyl N-cyanoacetimidate, 4.65 g of 6-cyano-3,4-dihydro-2,2-dimethyl-trans-4-methylamino-2H-benzo[b]pyran-3-ol was added, and the mixture was reacted under stirring at a temperature of from 100° to 120° C. for 2 hours. The reaction mixture was cooled, then dissolved in 100 ml of ethyl acetate, washed twice with a saturated sodium chloride aqueous solution and then dried over anhydrous sodium sulfate. Then, ethyl acetate was distilled off under reduced pressure. The residual solid wa... The reactants are C1CCOC1, CC#N, CC(C)(C)[Si](C)(C)Oc1ccccc1-c1cc(-c2cccc(N)c2)c(C#N)c(N)n1, O=C1CCC(C(=O)Cl)O1, c1ccncc1. Yields the product CC(C)(C)[Si](C)(C)Oc1ccccc1-c1cc(-c2cccc(NC(=O)C3CCC(=O)O3)c2)c(C#N)c(N)n1. Reaction SMILES: [CH2:37]1[O:38][CH2:39][CH2:40][CH2:41]1.[CH3:51][C:52]#[N:53].[NH2:7][c:8]1[c:9]([C:10]#[N:11])[c:12](-[c:30]2[cH:31][c:32]([NH2:36])[cH:33][cH:34][cH:35]2)[cH:13][c:14](-[c:16]2[c:17]([O:22][Si:23]([CH3:24])([CH3:25])[C:26]([CH3:27])([CH3:28])[CH3:29])[cH:18][cH:19][cH:20][cH:21]2)[n:15]1.[O:42]=[C:43]1[CH2:44][CH2:45][CH:46]([C:48](=[O:49])[Cl:50])[O:47]1.[cH:1]1[cH:2][cH:3][n:4][cH:5][cH:6]1>>[NH2:7][c:8]1[c:9]([C:10]#[N:11])[c:12](-[c:30]2[cH:31][c:32]([NH:36][C:48]([CH:46]3[CH2:45][CH2:44][C:43](=[O:42])[O:47]3)=[O:49])[cH:33][cH:34][cH:35]2)[cH:13][c:14](-[c:16]2[c:17]([O:22][Si:23]([CH3:24])([CH3:25])[C:26]([CH3:27])([CH3:28])[CH3:29])[cH:18][cH:19][cH:20][cH:21]2)[n:15]1.